This data is from the Open Reaction Database (ORD), a public repository of structured organic reaction records. The task is: describe an organic reaction: reactants, conditions, products, and yield Reactants: C1(=CC=CC=C1)C(C1=CC=CC=C1)(C1=CC=CC=C1)N[C@@H]1CN(CCCC1)C(=O)OC(C)(C)C (1,1-dimethylethyl (3S)-3-[(triphenylmethyl)amino]azepane-1-carboxylate), CO (MeOH), [H][H] (hydrogen). The reagents and catalysts are [Pd] (Palladium on charcoal). The solvent is CCO (EtOH). Product: N[C@@H]1CN(CCCC1)C(=O)OC(C)(C)C (1,1-dimethylethyl (3S)-3-aminoazepane-1-carboxylate). The yield is 100.0%. RXN SMILES: C1(C([NH:20][C@H:21]2[CH2:27][CH2:26][CH2:25][CH2:24][N:23]([C:28]([O:30][C:31]([CH3:34])([CH3:33])[CH3:32])=[O:29])[CH2:22]2)(C2C=CC=CC=2)C2C=CC=CC=2)C=CC=CC=1.CO.[H][H]>[Pd].CCO>[NH2:20][C@H:21]1[CH2:27][CH2:26][CH2:25][CH2:24][N:23]([C:28]([O:30][C:31]([CH3:34])([CH3:33])[CH3:32])=[O:29])[CH2:22]1. Reported procedure: To 13.7 g (30 mmol) of 1,1-dimethylethyl (3S)-3-[(triphenylmethyl)amino]azepane-1-carboxylate was carefully added 100 mL MeOH, 75 mL EtOH, and 1.00 g of 10% Palladium on charcoal. The mixture was hydrogenated on a Parr shaker under 30 psi of hydrogen gas for 15 h. The mixture was filtered through a pad of celite, and the filtrate concentrated to afford a quantitative yield (6.43 g) of product. The product was used as such without further purification. Starting materials: C1(CCCC1)COC1=C(N=CC(=N1)C(=O)O)N1CCCC1 (6-cyclopentylmethoxy-5-pyrrolidin-1-yl-pyrazine-2-carboxylic acid), ClC(=C(C)C)N(C)C (1-chloro-N,N,2-trimethyl-1-propenylamine), N1CCCCC1 (piperidine), C(C)(=O)OCC (ethyl acetate). The solvent is ClCCl (dichloromethane). Conditions: time 45 minute. Yields the product C1(CCCC1)COC1=C(N=CC(=N1)C(=O)N1CCCCC1)N1CCCC1 ((6-Cyclopentylmethoxy-5-pyrrolidin-1-yl-pyrazin-2-yl)-piperidin-1-yl-methanone). Yield: 60.0%. Reaction SMILES: [CH:1]1([CH2:6][O:7][C:8]2[N:13]=[C:12]([C:14]([OH:16])=O)[CH:11]=[N:10][C:9]=2[N:17]2[CH2:21][CH2:20][CH2:19][CH2:18]2)[CH2:5][CH2:4][CH2:3][CH2:2]1.ClC(N(C)C)=C(C)C.[NH:30]1[CH2:35][CH2:34][CH2:33][CH2:32][CH2:31]1.C(OCC)(=O)C>ClCCl>[CH:1]1([CH2:6][O:7][C:8]2[N:13]=[C:12]([C:14]([N:30]3[CH2:35][CH2:34][CH2:33][CH2:32][CH2:31]3)=[O:16])[CH:11]=[N:10][C:9]=2[N:17]2[CH2:21][CH2:20][CH2:19][CH2:18]2)[CH2:2][CH2:3][CH2:4][CH2:5]1. Reported procedure: To a solution of 0.0874 g (0.0003 mol) 6-cyclopentylmethoxy-5-pyrrolidin-1-yl-pyrazine-2-carboxylic acid in 1.0 mL dichloromethane was added 0.047 g (0.00035 mol)(1-chloro-N,N,2-trimethyl-1-propenylamine and the mixture was stirred at room temperature for 45 min. To the resulting solution was added 0.0683 g (0.0008 mol) piperidine and the mixture was stirred at room temperature for 2 h. The reaction mixture was partitioned between 10% citric acid and dichloromethane. The phases were separated an...